This data is from the Open Reaction Database (ORD), a public repository of structured organic reaction records. The task is: describe an organic reaction: reactants, conditions, products, and yield Reactants: CCCOC(=O)C(C)=O, Nc1cc(Cl)cc(Cl)c1. Yields the product CCCOC(=O)C(C)Nc1cc(Cl)cc(Cl)c1. RXN SMILES: [C:10]([C:11](=[O:12])[CH3:13])(=[O:14])[O:15][CH2:16][CH2:17][CH3:18].[NH2:1][c:2]1[cH:3][c:4]([Cl:5])[cH:6][c:7]([Cl:8])[cH:9]1>>[NH:1]([c:2]1[cH:3][c:4]([Cl:5])[cH:6][c:7]([Cl:8])[cH:9]1)[CH:11]([C:10](=[O:14])[O:15][CH2:16][CH2:17][CH3:18])[CH3:13]. The product is Cc1nc(O)c(C)c(Cl)n1. As a reaction SMILES: [Cl-:15].[Cl:2][c:3]1[n:4][c:5]([CH3:11])[n:6][c:7]([Cl:10])[c:8]1[CH3:9].[Na+:13].[Na+:14].[OH-:12].[OH2:1].[S:16](=[O:17])(=[O:18])([OH:19])[OH:20]>>[OH:1][c:7]1[n:6][c:5]([CH3:11])[n:4][c:3]([Cl:2])[c:8]1[CH3:9]. Starting materials: [Cl-], Cc1nc(Cl)c(C)c(Cl)n1, [Na+], [Na+], [OH-], O, O=S(=O)(O)O.